From a dataset of the Open Reaction Database (ORD), a public repository of structured organic reaction records. describe an organic reaction: reactants, conditions, products, and yield Reactants: O=C1NC(=O)c2ccccc21, O=c1cc(-c2ccc(C(F)(F)F)cc2)ccn1-c1ccc2c(cnn2CCCCl)c1, [K], CN(C)C=O, O. Yields the product O=C1c2ccccc2C(=O)N1CCCn1ncc2cc(-n3ccc(-c4ccc(C(F)(F)F)cc4)cc3=O)ccc21. RXN SMILES: [C:31]1(=[O:41])[c:32]2[c:33]([cH:37][cH:38][cH:39][cH:40]2)[C:34](=[O:36])[NH:35]1.[Cl:1][CH2:2][CH2:3][CH2:4][n:5]1[n:6][cH:7][c:8]2[cH:9][c:10](-[n:14]3[c:15](=[O:30])[cH:16][c:17](-[c:20]4[cH:21][cH:22][c:23]([C:26]([F:27])([F:28])[F:29])[cH:24][cH:25]4)[cH:18][cH:19]3)[cH:11][cH:12][c:13]12.[K:42].[O:43]=[CH:44][N:45]([CH3:46])[CH3:47].[OH2:48]>>[CH2:2]([CH2:3][CH2:4][n:5]1[n:6][cH:7][c:8]2[cH:9][c:10](-[n:14]3[c:15](=[O:30])[cH:16][c:17](-[c:20]4[cH:21][cH:22][c:23]([C:26]([F:27])([F:28])[F:29])[cH:24][cH:25]4)[cH:18][cH:19]3)[cH:11][cH:12][c:13]12)[N:35]1[C:31](=[O:41])[c:32]2[c:33]([cH:37][cH:38][cH:39][cH:40]2)[C:34]1=[O:36]. The reactants are CC#N (CH3CN), CC(C(=O)O)C(=O)NC1C2=C(C3=C(N(C1=O)C)C=CC=C3)C=CC=C2 (2-Methyl-N-(5-methyl-6-oxo-6,7-dihydro-5H-dibenzo[b,d]azepin-7-yl)-malonamic acid), FC1=C(CN)C=CC=C1 (2-fluorobenzylamine), [B-](F)(F)(F)F.CN(C)C(=[N+](C)C)ON1C=CC=CC1=O (TPTU). Solvent: CN(C)C=O (DMF), C(=O)(C(F)(F)F)O (TFA). Reaction conditions: time 8 hour. The product is FC1=C(CNC(C(C(=O)NC2C3=C(C4=C(N(C2=O)C)C=CC=C4)C=CC=C3)C)=O)C=CC=C1 (N-(2-Fluoro-benzyl)-2-methyl-N′-(5-methyl-6-oxo-6,7-dihydro-5H-dibenzo[b,d]azepin-7-yl)-malonamide). As a reaction SMILES: [CH3:1][CH:2]([C:6]([NH:8][CH:9]1[C:15](=[O:16])[N:14]([CH3:17])[C:13]2[CH:18]=[CH:19][CH:20]=[CH:21][C:12]=2[C:11]2[CH:22]=[CH:23][CH:24]=[CH:25][C:10]1=2)=[O:7])[C:3]([OH:5])=O.[F:26][C:27]1[CH:34]=[CH:33][CH:32]=[CH:31][C:28]=1[CH2:29][NH2:30].[B-](F)(F)(F)F.CN(C(ON1C(=O)C=CC=C1)=[N+](C)C)C.CC#N>CN(C=O)C.C(O)(C(F)(F)F)=O>[F:26][C:27]1[CH:34]=[CH:33][CH:32]=[CH:31][C:28]=1[CH2:29][NH:30][C:3](=[O:5])[CH:2]([CH3:1])[C:6]([NH:8][CH:9]1[C:15](=[O:16])[N:14]([CH3:17])[C:13]2[CH:18]=[CH:19][CH:20]=[CH:21][C:12]=2[C:11]2[CH:22]=[CH:23][CH:24]=[CH:25][C:10]1=2)=[O:7] |f:2.3|. Procedure details: 2-Methyl-N-(5-methyl-6-oxo-6,7-dihydro-5H-dibenzo[b,d]azepin-7-yl)-malonamic acid (20 mg, 0.059 mmol) and 2-fluorobenzylamine (7.4 mg, 0.059 mmol) were placed in a disposable polypropylene tube and dissolved in DMF (2 ml). TPTU (2-(2-pyridon-1-yl)-1,1,3,3-tetramethyl uronium tetrafluoroborate, 19 mg, 0.065 mmol) was added, and the mixture was shaken overnight at r.t. The title compound, MS: m/e=446.2 (M+H+), was isolated from the reaction mixture by automated, preparative HPLC (YMC CombiPrep C18... Reactants: C#CCO, C#CCOC(=O)c1cc(F)c(F)c(F)c1, [H-], [Na+], CN(C)C=O, O. The product is C#CCOC(=O)c1cc(F)c(OCC#C)c(F)c1. As a reaction SMILES: [CH2:16]([C:17]#[CH:18])[OH:19].[F:1][c:2]1[cH:3][c:4]([C:5](=[O:6])[O:7][CH2:8][C:9]#[CH:10])[cH:11][c:12]([F:15])[c:13]1[F:14].[H-:20].[Na+:21].[O:23]=[CH:24][N:25]([CH3:26])[CH3:27].[OH2:22]>>[F:1][c:2]1[cH:3][c:4]([C:5](=[O:6])[O:7][CH2:8][C:9]#[CH:10])[cH:11][c:12]([F:15])[c:13]1[O:19][CH2:16][C:17]#[CH:18].